describe an organic reaction: reactants, conditions, products, and yield From a dataset of the Open Reaction Database (ORD), a public repository of structured organic reaction records. The reactants are C(C)(C)(C)OC(=O)N1C(CCCC1)CCCO (N-tert-butoxycarbonyl-3-piperidin-2-yl-propan-1-ol), C[N+]1(CCOCC1)[O-] (N-methylmorpholine N-oxide). Reagents/catalysts: [Ru](=O)(=O)(=O)[O-].C(CC)[N+](CCC)(CCC)CCC (tetrapropylammonium perruthenate). Run in C(Cl)Cl (CH2Cl2). Conditions: time 90 minute. Product: C(C)(C)(C)OC(=O)N1C(CCCC1)CCC=O (N-tert-butoxycarbonyl-3-piperidin-2-yl-propionaldehyde). Isolated yield 86.7%. RXN SMILES: [C:1]([O:5][C:6]([N:8]1[CH2:13][CH2:12][CH2:11][CH2:10][CH:9]1[CH2:14][CH2:15][CH2:16][OH:17])=[O:7])([CH3:4])([CH3:3])[CH3:2].C[N+]1([O-])CCOCC1>C(Cl)Cl.[Ru]([O-])(=O)(=O)=O.C([N+](CCC)(CCC)CCC)CC>[C:1]([O:5][C:6]([N:8]1[CH2:13][CH2:12][CH2:11][CH2:10][CH:9]1[CH2:14][CH2:15][CH:16]=[O:17])=[O:7])([CH3:4])([CH3:3])[CH3:2] |f:3.4|. Procedure details: To a solution of N-tert-butoxycarbonyl-3-piperidin-2-yl-propan-1-ol (0.372 g, 1.53 mmol) in CH2Cl2 (7.5 mL), at room temperature, was added sequentially 3Å molecular sieves (0.814 g), N-methylmorpholine N-oxide (0.278 g, 2.37 mmol) and tetrapropylammonium perruthenate (56 mg, 0.16 mmol). After 90 minutes, the mixture was filtered through a short column of silica gel and the cake was washed with ethyl acetate. The solvent was removed from the filtrate under reduced pressure to provide 0.32 g (86%... Starting materials: CCO, CC(=O)O, CCOC(=O)N1C2C=C(c3ccc(Cl)cc3C(=O)CC)CC1CC2, O=[Pt]. The product is CCOC(=O)N1C2CCC1CC(c1ccc(Cl)cc1C(=O)CC)C2. RXN SMILES: [CH3:25][CH2:26][OH:27].[CH3:28][C:29](=[O:30])[OH:31].[Cl:1][c:2]1[cH:3][c:4]([C:21]([CH2:22][CH3:23])=[O:24])[c:5]([C:8]2=[CH:9][CH:10]3[CH2:11][CH2:12][CH:13]([CH2:14]2)[N:15]3[C:16](=[O:17])[O:18][CH2:19][CH3:20])[cH:6][cH:7]1.[Pt:32]=[O:33]>>[Cl:1][c:2]1[cH:3][c:4]([C:21]([CH2:22][CH3:23])=[O:24])[c:5]([CH:8]2[CH2:9][CH:10]3[CH2:11][CH2:12][CH:13]([CH2:14]2)[N:15]3[C:16](=[O:17])[O:18][CH2:19][CH3:20])[cH:6][cH:7]1. The reactants are OC(CC[C@H]1[C@H](CN(CC1)CC#CC1=C(C(=CC=C1)F)F)C(=O)OC)C1=CC=NC2=CC=C(C=C12)OC (methyl (3R,4R)-4-[3-(R,S)-hydroxy-3-(6-methoxyquinolin-4-yl)propyl]-1-[3-(2,3-difluorophenyl)prop-2-ynyl]piperidine-3-carboxylate), [OH-].[Na+] (sodium hydroxide). The solvent is O1CCOCC1 (dioxane), ClCCl (dichloromethane). Conditions: temperature 60 celsius, time 17 hour. The product is OC(CC[C@H]1[C@H](CN(CC1)CC#CC1=C(C(=CC=C1)F)F)C(=O)O)C1=CC=NC2=CC=C(C=C12)OC ((3R,4R)-4-[3-(R,S)-hydroxy-3-(6-methoxyquinolin-4-yl)propyl]-1-[3-(2,3-difluorophenyl)prop-2-ynyl]piperidine-3-carboxylic acid). Isolated yield 59.7%. As a reaction SMILES: [OH:1][CH:2]([C:26]1[C:35]2[C:30](=[CH:31][CH:32]=[C:33]([O:36][CH3:37])[CH:34]=2)[N:29]=[CH:28][CH:27]=1)[CH2:3][CH2:4][C@@H:5]1[CH2:10][CH2:9][N:8]([CH2:11][C:12]#[C:13][C:14]2[CH:19]=[CH:18][CH:17]=[C:16]([F:20])[C:15]=2[F:21])[CH2:7][C@@H:6]1[C:22]([O:24]C)=[O:23].[OH-].[Na+]>O1CCOCC1.ClCCl>[OH:1][CH:2]([C:26]1[C:35]2[C:30](=[CH:31][CH:32]=[C:33]([O:36][CH3:37])[CH:34]=2)[N:29]=[CH:28][CH:27]=1)[CH2:3][CH2:4][C@@H:5]1[CH2:10][CH2:9][N:8]([CH2:11][C:12]#[C:13][C:14]2[CH:19]=[CH:18][CH:17]=[C:16]([F:20])[C:15]=2[F:21])[CH2:7][C@@H:6]1[C:22]([OH:24])=[O:23] |f:1.2|. Reported procedure: A mixture of 0.810 g of methyl (3R,4R)-4-[3-(R,S)-hydroxy-3-(6-methoxyquinolin-4-yl)propyl]-1-[3-(2,3-difluorophenyl)prop-2-ynyl]piperidine-3-carboxylate in 8 cm3 of dioxane to which had been added 1.3 cm3 of 5N aqueous sodium hydroxide solution was stirred for 17 hours at a temperature in the region of 60° C. After cooling to approximately 20° C., the reaction mixture was evaporated under reduced pressure (5 kPa) at a temperature in the region of 50° C. The residue obtained was purified by chro... Starting materials: C(CCC)OP(=O)(C/C=C/CC1(C2=CC(=CC=C2C=2C=CC(=CC12)F)F)C(=O)NCCC)OCCCC ((E)-9-[4-(Dibutoxyphosphinyl)-2-butenyl]-2,7-difluoro-N-propyl-9H-fluorene-9-carboxamide), compound. The reagents and catalysts are [Pd] (palladium on carbon). Run at time 14 hour. The product is C(CCC)OP(=O)(CCCCC1(C2=CC(=CC=C2C=2C=CC(=CC12)F)F)C(=O)NCCC)OCCCC (9-[4-(Dibutoxyphosphinyl)butyl]-2,7-difluoro-N-propyl-9H-fluorene-9-carboxamide). The yield is 90.0%. RXN SMILES: [CH2:1]([O:5][P:6]([O:33][CH2:34][CH2:35][CH2:36][CH3:37])([CH2:8]/[CH:9]=[CH:10]/[CH2:11][C:12]1([C:27]([NH:29][CH2:30][CH2:31][CH3:32])=[O:28])[C:24]2[CH:23]=[C:22]([F:25])[CH:21]=[CH:20][C:19]=2[C:18]2[C:13]1=[CH:14][C:15]([F:26])=[CH:16][CH:17]=2)=[O:7])[CH2:2][CH2:3][CH3:4]>[Pd]>[CH2:34]([O:33][P:6]([O:5][CH2:1][CH2:2][CH2:3][CH3:4])([CH2:8][CH2:9][CH2:10][CH2:11][C:12]1([C:27]([NH:29][CH2:30][CH2:31][CH3:32])=[O:28])[C:13]2[CH:14]=[C:15]([F:26])[CH:16]=[CH:17][C:18]=2[C:19]2[C:24]1=[CH:23][C:22]([F:25])=[CH:21][CH:20]=2)=[O:7])[CH2:35][CH2:36][CH3:37]. Reported procedure: An ethanol solution of Example 195 compound (260 mg, 0.49 mmol) containing 50 mg of 10% palladium on carbon was stirred under a hydrogen atmosphere (balloon) for 14 hrs. The reaction was filtered through a 0.2 μm nylon filter to remove the catalyst and the solvent evaporated yielding 235 mg (90%) of title compound as a colorless oil. Reactants: Cc1c(C(=O)c2cccs2)cccc1C(C)C#N, CCO, [K+], [OH-], O. The product is Cc1c(C(=O)c2cccs2)cccc1C(C)C(=O)O. As a reaction SMILES: [CH3:1][c:2]1[c:3]([CH:4]([C:5]#[N:6])[CH3:7])[cH:8][cH:9][cH:10][c:11]1[C:12]([c:13]1[cH:14][cH:15][cH:16][s:17]1)=[O:18].[CH3:21][CH2:22][OH:23].[K+:20].[OH-:19].[OH2:24]>>[CH3:1][c:2]1[c:3]([CH:4]([C:5](=[O:19])[OH:23])[CH3:7])[cH:8][cH:9][cH:10][c:11]1[C:12]([c:13]1[cH:14][cH:15][cH:16][s:17]1)=[O:18]. The reactants are O (water), solution, Cl (hydrochloric acid), ClC1=CC=CC2=C1C(N1[C@H](C=3N2C=NC3C(=O)OCC)CCC1)=O (ethyl (S)-8-chloro-11,12,13,13a-tetrahydro-9-oxo-9H-imidazo[1,5-a]pyrrolo[2,1-c][1,4]benzodiazepine-1-carboxylate), Cl (hydrochloric acid), [BH4-].[Li+] (lithium borohydride). Solvent: O1CCCC1 (tetrahydrofuran), O1CCCC1 (tetrahydrofuran). Conditions: time 15 minute. The product is ClC1=CC=CC2=C1C(N1[C@H](C=3N2C=NC3CO)CCC1)=O ((S)-8-chloro-11,12,13,13a-tetrahydro-1-(hydroxymethy)-9H-imidazo[1,5-a]pyrrolo[2,1-c][1,4]benzodiazepin-9-one). Reaction SMILES: [Cl:1][C:2]1[C:7]2[C:8](=[O:24])[N:9]3[CH2:23][CH2:22][CH2:21][C@H:10]3[C:11]3[N:12]([CH:13]=[N:14][C:15]=3[C:16](OCC)=[O:17])[C:6]=2[CH:5]=[CH:4][CH:3]=1.[BH4-].[Li+].Cl.O>O1CCCC1>[Cl:1][C:2]1[C:7]2[C:8](=[O:24])[N:9]3[CH2:23][CH2:22][CH2:21][C@H:10]3[C:11]3[N:12]([CH:13]=[N:14][C:15]=3[CH2:16][OH:17])[C:6]=2[CH:5]=[CH:4][CH:3]=1 |f:1.2|. Reported procedure: A suspension of 81.2 g (234.8 mmol) of ethyl (S)-8-chloro-11,12,13,13a-tetrahydro-9-oxo-9H-imidazo[1,5-a]pyrrolo[2,1-c][1,4]benzodiazepine-1-carboxylate in 450 ml of dry tetrahydrofuran is heated to about 50° and a suspension of 6.1 g (279 mmol) of lithium borohydride in 60 ml of tetrahydrofuran is added dropwise to the solution obtained. The suspension is subsequently heated to boiling under reflux for 3 hour. The mixture is cooled to room temperature and there are added dropwise thereto firstl... The reactants are C(C)(=O)OC=1C=C2C(NC(=NC2=CC1OC)C1=CC(=CC=C1)C1=CC=CC=C1)=O (2-[(3-phenyl)phenyl]-7-methoxy-4-oxo-3,4-dihydroquinazolin-6-yl acetate), O=S(Cl)Cl (SOCl2), CN(C)C=O (DMF). The product is C(C)(=O)OC=1C=C2C(=NC(=NC2=CC1OC)C1=CC(=CC=C1)C1=CC=CC=C1)Cl (4-chloro-2-[(3-phenyl)phenyl]-7-methoxyquinazolin-6-yl acetate). As a reaction SMILES: [C:1]([O:4][C:5]1[CH:6]=[C:7]2[C:12](=[CH:13][C:14]=1[O:15][CH3:16])[N:11]=[C:10]([C:17]1[CH:22]=[CH:21][CH:20]=[C:19]([C:23]3[CH:28]=[CH:27][CH:26]=[CH:25][CH:24]=3)[CH:18]=1)[NH:9][C:8]2=O)(=[O:3])[CH3:2].CN(C=O)C.O=S(Cl)[Cl:37]>>[C:1]([O:4][C:5]1[CH:6]=[C:7]2[C:12](=[CH:13][C:14]=1[O:15][CH3:16])[N:11]=[C:10]([C:17]1[CH:22]=[CH:21][CH:20]=[C:19]([C:23]3[CH:28]=[CH:27][CH:26]=[CH:25][CH:24]=3)[CH:18]=1)[N:9]=[C:8]2[Cl:37])(=[O:3])[CH3:2]. Procedure: To a mixture of 2-[(3-phenyl)phenyl]-7-methoxy-4-oxo-3,4-dihydroquinazolin-6-yl acetate (3.6 g, 9.32 mmole) in SOCl2 (40 mL) was added DMF (1 mL) and the reaction was stirred at reflux for 16 h. The mixture was cooled to RT and then the volatiles were removed in vacuo. The crude product was dissolved in CHCl3 (300 mL) and washed with saturated NaHCO3 solution (3×150 mL), water (2×150 mL) and brine (1×150 mL) and dried with Na2SO4. The solution was concentrated in vacuo to yield 4-chloro-2-[(3-ph...